This data is from the Open Reaction Database (ORD), a public repository of structured organic reaction records. The task is: describe an organic reaction: reactants, conditions, products, and yield Reactants: [Al+3], CCCCCCOc1ccc2[nH]c(SC(C)(C(=O)O)c3ccccc3)cc2c1, Cl, [H-], [H-], [H-], [H-], [Li+], C1CCOC1, O. The product is CCCCCCOc1ccc2[nH]c(SC(C)(CO)c3ccccc3)cc2c1. As a reaction SMILES: [Al+3:30].[CH2:1]([CH2:2][CH2:3][CH2:4][CH2:5][CH3:6])[O:7][c:8]1[cH:9][c:10]2[cH:11][c:12]([S:17][C:18]([C:19](=[O:20])[OH:21])([CH3:22])[c:23]3[cH:24][cH:25][cH:26][cH:27][cH:28]3)[nH:13][c:14]2[cH:15][cH:16]1.[ClH:36].[H-:29].[H-:32].[H-:33].[H-:34].[Li+:31].[O:37]1[CH2:38][CH2:39][CH2:40][CH2:41]1.[OH2:35]>>[CH2:1]([CH2:2][CH2:3][CH2:4][CH2:5][CH3:6])[O:7][c:8]1[cH:9][c:10]2[cH:11][c:12]([S:17][C:18]([CH2:19][OH:20])([CH3:22])[c:23]3[cH:24][cH:25][cH:26][cH:27][cH:28]3)[nH:13][c:14]2[cH:15][cH:16]1. The reactants are BrCC(C(F)(F)F)=O (1-bromo-3,3,3-trifluoro-2-propanone), CN1CCN(CC1)C(=S)N (4-methyl-1-piperazinylthiocarboxamide). Product: CN1CCN(CC1)C=1SC=C(N1)C(F)(F)F (4-Methyl-1-(4-trifluoromethyl-2-thiazolyl)-piperazin). Reported procedure: To a solution of 33.9 g 1-bromo-3,3,3-trifluoro-2-propanone in 300 ml of absolute ethanol are added 28.6 g 4-methyl-1-piperazinylthiocarboxamide. The mixture is refluxed for 4 hours, evaporated to dryness and the residue partitioned between ethyl ether and aqueous NaOH. The ether phase is washed, dried and evaporated, whereby the title compound is obtained, m.p. 62° (ethyl acetate/hexane). RXN SMILES: Br[CH2:2][C:3](=O)[C:4]([F:7])([F:6])[F:5].[CH3:9][N:10]1[CH2:15][CH2:14][N:13]([C:16]([NH2:18])=[S:17])[CH2:12][CH2:11]1>C(O)C>[CH3:9][N:10]1[CH2:15][CH2:14][N:13]([C:16]2[S:17][CH:2]=[C:3]([C:4]([F:7])([F:6])[F:5])[N:18]=2)[CH2:12][CH2:11]1. The solvent is C(C)O (ethanol).